This data is from the Open Reaction Database (ORD), a public repository of structured organic reaction records. The task is: describe an organic reaction: reactants, conditions, products, and yield Starting materials: CCN(C(C)C)C(C)C, CS(C)=O, CO, C1CNCCN(C2CC2)C1, COc1cc(CCc2cc(NC(=O)c3cnc(Cl)cn3)[nH]n2)cc(OC)c1. Yields the product COc1cc(CCc2cc(NC(=O)c3cnc(N4CCCN(C5CC5)CC4)cn3)[nH]n2)cc(OC)c1. RXN SMILES: [CH2:38]([N:39]([CH:40]([CH3:41])[CH3:42])[CH:43]([CH3:44])[CH3:45])[CH3:46].[CH3:47][S:48]([CH3:49])=[O:50].[CH3:51][OH:52].[CH:1]1([N:4]2[CH2:5][CH2:6][NH:7][CH2:8][CH2:9][CH2:10]2)[CH2:2][CH2:3]1.[Cl:11][c:12]1[n:13][cH:14][c:15]([C:18](=[O:19])[NH:20][c:21]2[nH:22][n:23][c:24]([CH2:26][CH2:27][c:28]3[cH:29][c:30]([O:36][CH3:37])[cH:31][c:32]([O:34][CH3:35])[cH:33]3)[cH:25]2)[n:16][cH:17]1>>[CH:1]1([N:4]2[CH2:5][CH2:6][N:7]([c:12]3[n:13][cH:14][c:15]([C:18](=[O:19])[NH:20][c:21]4[nH:22][n:23][c:24]([CH2:26][CH2:27][c:28]5[cH:29][c:30]([O:36][CH3:37])[cH:31][c:32]([O:34][CH3:35])[cH:33]5)[cH:25]4)[n:16][cH:17]3)[CH2:8][CH2:9][CH2:10]2)[CH2:2][CH2:3]1. Reactants: OC1=CC=C(C=C1)SC(C(=O)OCC)C1=CC=C(C=C1)C=1SC=CC1 (ethyl [(4-hydroxyphenyl)sulfanyl][4-(2-thienyl)phenyl]acetate), C(C#CC)O (2-butyn-1-ol), yellow oil. Yields the product C(C#CC)OC1=CC=C(C=C1)SC(C(=O)OCC)C1=CC=C(C=C1)C=1SC=CC1 (Ethyl {[4-(2-butynyloxy)phenyl]sulfanyl}[4-(2-thienyl)phenyl]acetate). Yield: 74.0%. As a reaction SMILES: [OH:1][C:2]1[CH:7]=[CH:6][C:5]([S:8][CH:9]([C:15]2[CH:20]=[CH:19][C:18]([C:21]3[S:22][CH:23]=[CH:24][CH:25]=3)=[CH:17][CH:16]=2)[C:10]([O:12][CH2:13][CH3:14])=[O:11])=[CH:4][CH:3]=1.[CH2:26](O)[C:27]#[C:28][CH3:29]>>[CH2:26]([O:1][C:2]1[CH:3]=[CH:4][C:5]([S:8][CH:9]([C:15]2[CH:20]=[CH:19][C:18]([C:21]3[S:22][CH:23]=[CH:24][CH:25]=3)=[CH:17][CH:16]=2)[C:10]([O:12][CH2:13][CH3:14])=[O:11])=[CH:6][CH:7]=1)[C:27]#[C:28][CH3:29]. Procedure details: Ethyl {[4-(2-butynyloxy)phenyl]sulfanyl}[4-(2-thienyl)phenyl]acetate was prepared according to the general method as outlined in example 83 (step 2), starting from ethyl [(4-hydroxyphenyl)sulfanyl][4-(2-thienyl)phenyl]acetate (1.6 g, 4.3 mmol) and 2-butyn-1-ol (0.33 ml, 4.32 mmol); 1.34 g yellow oil. Yield 74%; MS(EI): 421.71 (M+H)+ The reactants are CCOC(=O)CBr, CCOC(C)=O, Nc1nc(-c2ccccc2)c(-c2ccccc2)[nH]1, C1CCOC1. The product is CCOC(=O)Cn1c(N)nc(-c2ccccc2)c1-c1ccccc1. As a reaction SMILES: [Br:1][CH2:2][C:3](=[O:4])[O:5][CH2:6][CH3:7].[CH3:26][CH2:27][O:28][C:29](=[O:30])[CH3:31].[NH2:8][c:9]1[nH:10][c:11](-[c:20]2[cH:21][cH:22][cH:23][cH:24][cH:25]2)[c:12](-[c:14]2[cH:15][cH:16][cH:17][cH:18][cH:19]2)[n:13]1.[O:32]1[CH2:33][CH2:34][CH2:35][CH2:36]1>>[CH2:2]([C:3](=[O:4])[O:5][CH2:6][CH3:7])[n:13]1[c:9]([NH2:8])[n:10][c:11](-[c:20]2[cH:21][cH:22][cH:23][cH:24][cH:25]2)[c:12]1-[c:14]1[cH:15][cH:16][cH:17][cH:18][cH:19]1. The reactants are FC(C(=O)O)(F)F (trifluoroacetic acid), O1C(=NC2=C1C=CC=C2)N[C@@H](CC2=CC=C(C=C2)OCCCC(NC=2NCCCN2)=O)C(=O)OC(C)(C)C ((1,1-dimethyl ethyl) N-(2-benzoxazolyl)-O-[4-oxo-4-[(1,4,5,6-tetrahydro-2-pyrimidinyl)amino]butyl]-L-tyrosinate), C1(=CC=CC=C1)C (toluene). Run in ClCCl (dichloromethane). Reaction conditions: time 2 hour. Yields the product O1C(=NC2=C1C=CC=C2)N[C@@H](CC2=CC=C(C=C2)OCCCC(NC=2NCCCN2)=O)C(=O)O (N-(2-benzoxazolyl)-O-[4-oxo-4-[(1,4,5,6-tetrahydro-2-pyrimidinyl)amino]butyl]-L-tyrosine). Isolated yield 98.0%. Reaction SMILES: FC(F)(F)C(O)=O.[O:8]1[C:12]2[CH:13]=[CH:14][CH:15]=[CH:16][C:11]=2[N:10]=[C:9]1[NH:17][C@H:18]([C:39]([O:41]C(C)(C)C)=[O:40])[CH2:19][C:20]1[CH:25]=[CH:24][C:23]([O:26][CH2:27][CH2:28][CH2:29][C:30](=[O:38])[NH:31][C:32]2[NH:33][CH2:34][CH2:35][CH2:36][N:37]=2)=[CH:22][CH:21]=1.C1(C)C=CC=CC=1>ClCCl>[O:8]1[C:12]2[CH:13]=[CH:14][CH:15]=[CH:16][C:11]=2[N:10]=[C:9]1[NH:17][C@H:18]([C:39]([OH:41])=[O:40])[CH2:19][C:20]1[CH:21]=[CH:22][C:23]([O:26][CH2:27][CH2:28][CH2:29][C:30](=[O:38])[NH:31][C:32]2[NH:33][CH2:34][CH2:35][CH2:36][N:37]=2)=[CH:24][CH:25]=1. Reported procedure: 3 ml of trifluoroacetic acid is added to 200 mg of ester 6-2 in 10 ml of dichloromethane, agitation is carried out for 2 hours at ambient temperature then 10 ml of toluene is added. After evaporating under reduced pressure, taking up in dichloromethane and crystallizing by adding an Et2O/pentane mixture, 175 mg of 6-3 is obtained.